Dataset: the Open Reaction Database (ORD), a public repository of structured organic reaction records. Task: describe an organic reaction: reactants, conditions, products, and yield Starting materials: C1(CC1)NC1=CC(=CC(=N1)C1=NC=CC=C1)C=1C=NC=C(C1)C1=CC=C(C=O)C=C1 (4-(6′-cyclopropylamino-[2,2′;4′,3″]terpyridin-5″-yl)-benzaldehyde), C(C)(C)(C)OC(N[C@H]1CNCC1)=O ((R)-pyrrolidin-3-yl-carbamic acid tert-butyl ester), C(C)(=O)O[BH-](OC(C)=O)OC(C)=O.[Na+] (sodium triacetoxyborohydride), CC(=O)O (AcOH). Run in C(Cl)Cl (DCM). Conditions: time 8 hour. The product is C(C)(C)(C)OC(N[C@H]1CN(CC1)CC1=CC=C(C=C1)C=1C=C(C=NC1)C1=CC(=NC(=C1)NC1CC1)C1=NC=CC=C1)=O ({(R)-1-[4-(6′-Cyclopropylamino-[2,2′;4′,3″]terpyridin-5″-yl)-benzyl]-pyrrolidin-3-yl}-carbamic acid tert-butyl ester). Reaction SMILES: [CH:1]1([NH:4][C:5]2[N:10]=[C:9]([C:11]3[CH:16]=[CH:15][CH:14]=[CH:13][N:12]=3)[CH:8]=[C:7]([C:17]3[CH:18]=[N:19][CH:20]=[C:21]([C:23]4[CH:30]=[CH:29][C:26]([CH:27]=O)=[CH:25][CH:24]=4)[CH:22]=3)[CH:6]=2)[CH2:3][CH2:2]1.[C:31]([O:35][C:36](=[O:43])[NH:37][C@@H:38]1[CH2:42][CH2:41][NH:40][CH2:39]1)([CH3:34])([CH3:33])[CH3:32].CC(O)=O.C(O[BH-](OC(=O)C)OC(=O)C)(=O)C.[Na+]>C(Cl)Cl>[C:31]([O:35][C:36](=[O:43])[NH:37][C@@H:38]1[CH2:42][CH2:41][N:40]([CH2:27][C:26]2[CH:25]=[CH:24][C:23]([C:21]3[CH:22]=[C:17]([C:7]4[CH:6]=[C:5]([NH:4][CH:1]5[CH2:2][CH2:3]5)[N:10]=[C:9]([C:11]5[CH:16]=[CH:15][CH:14]=[CH:13][N:12]=5)[CH:8]=4)[CH:18]=[N:19][CH:20]=3)=[CH:30][CH:29]=2)[CH2:39]1)([CH3:34])([CH3:32])[CH3:33] |f:3.4|. Procedure details: A solution of 4-(6′-cyclopropylamino-[2,2′;4′,3″]terpyridin-5″-yl)-benzaldehyde (Example 2.64)(1 eq, 0.204 mmol, 80 mg) in DCM (3 ml) is treated with (R)-pyrrolidin-3-yl-carbamic acid tert-butyl ester (2.2 eq, 0.448 mmol, 83.2 mg) followed by AcOH (1.2 eq, 0.245 mmol, 0.14 ml) and sodium triacetoxyborohydride (3.1 eq, 0.632 mmol, 134 mg). The reaction mixture is stirred at room temperature overnight and then extracted with DCM. The organic portion is washed with water, dried (MgSO4) and concentr... Reactants: O.[OH-].[Li+] (lithium hydroxide monohydrate), Amide, FC1=C(CN)C=CC=C1 (2-fluorobenzylamine), amide, O.[OH-].[Li+] (lithium hydroxide monohydrate), O.[OH-].[Li+] (lithium hydroxide monohydrate), COC(=O)C=1C(=CC=C(C1)C=1SC=C(N1)C1=CC(=C(C=C1)Cl)Cl)C1=CC=C(C=C1)C(=O)O (4-[4-(3,4-dichloro-phenyl)-thiazol-2-yl]-biphenyl-2,4′-dicarboxylic acid 2-methyl ester), COC(=O)C=1C(=CC=C(C1)C=1SC=C(N1)C1=CC(=C(C=C1)Cl)Cl)C1=CC=C(C=C1)C(=O)O (4-[4-(3,4-dichloro-phenyl)-thiazol-2-yl]-biphenyl-2,4′-dicarboxylic acid 2-methyl ester). Run in CO (MeOH), O (water), C1CCOC1 (THF), O1CCCC1 (Tetrahydrofuran). Run at time 8 hour. Yields the product ClC=1C=C(C=CC1Cl)C=1N=C(SC1)C=1C=C(C(=CC1)C1=CC=C(C=C1)C(NCC1=C(C=CC=C1)F)=O)C(=O)O (4-[4-(3,4-dichloro-phenyl)-thiazol-2-yl]-4′-(2-fluoro-benzylcarbamoyl)-biphenyl-2-carboxylic acid). Yield: 61.8%. As a reaction SMILES: C[O:2][C:3]([C:5]1[C:6]([C:24]2[CH:29]=[CH:28][C:27]([C:30](O)=[O:31])=[CH:26][CH:25]=2)=[CH:7][CH:8]=[C:9]([C:11]2[S:12][CH:13]=[C:14]([C:16]3[CH:21]=[CH:20][C:19]([Cl:22])=[C:18]([Cl:23])[CH:17]=3)[N:15]=2)[CH:10]=1)=[O:4].[F:33][C:34]1[CH:41]=[CH:40][CH:39]=[CH:38][C:35]=1[CH2:36][NH2:37].O.[OH-].[Li+]>O1CCCC1.CO.O>[Cl:23][C:18]1[CH:17]=[C:16]([C:14]2[N:15]=[C:11]([C:9]3[CH:10]=[C:5]([C:3]([OH:2])=[O:4])[C:6]([C:24]4[CH:25]=[CH:26][C:27]([C:30](=[O:31])[NH:37][CH2:36][C:35]5[CH:38]=[CH:39][CH:40]=[CH:41][C:34]=5[F:33])=[CH:28][CH:29]=4)=[CH:7][CH:8]=3)[S:12][CH:13]=2)[CH:21]=[CH:20][C:19]=1[Cl:22] |f:2.3.4|. Procedure details: Using the conditions of General Procedure D for Amide Coupling in Parallel Mode, 4-[4-(3,4-dichloro-phenyl)-thiazol-2-yl]-biphenyl-2,4′-dicarboxylic acid 2-methyl ester (which may be prepared as described for Intermediate 8; 100 mg, 0.21 mmol) was reacted with 2-fluorobenzylamine (available from Aldrich Chemical Company, Inc.; 52 mg, 0.42 mmol) to give the crude amide product. The crude amide was hydrolyzed by adding THF (2 mL), water (0.05 mL), MeOH (1 mL), and lithium hydroxide monohydrate (12...